Dataset: the Open Reaction Database (ORD), a public repository of structured organic reaction records. Task: describe an organic reaction: reactants, conditions, products, and yield Starting materials: CC(=O)OC(C)=O, C=CC(C)c1cc(C)c(-n2cccc2)cc1O, c1ccncc1. The product is C=CC(C)c1cc(C)c(-n2cccc2)cc1OC(C)=O. Reaction SMILES: [CH3:24][C:25](=[O:26])[O:27][C:28](=[O:29])[CH3:30].[OH:7][c:8]1[c:9]([CH:20]([CH:21]=[CH2:22])[CH3:23])[cH:10][c:11]([CH3:19])[c:12](-[n:14]2[cH:15][cH:16][cH:17][cH:18]2)[cH:13]1.[cH:1]1[cH:2][cH:3][n:4][cH:5][cH:6]1>>[O:7]([c:8]1[c:9]([CH:20]([CH:21]=[CH2:22])[CH3:23])[cH:10][c:11]([CH3:19])[c:12](-[n:14]2[cH:15][cH:16][cH:17][cH:18]2)[cH:13]1)[C:25]([CH3:24])=[O:26]. Starting materials: C(C)(=O)[O-].[Na+] (sodium acetate), C(C1=CC=CC=C1)OC=1C=C2C=3C=C(C=CC3N3C2=C(C1)C(C(=C3)CC=3C=NC=CC3)=O)OC (2-benzyloxy-10-methoxy-5-(3-pyridylmethyl)-4H-pyrido[3,2,1-jk]carbazole-4-one), [H][H] (hydrogen). The reagents and catalysts are [C].[Pd] (palladium carbon). Run in C(C)(=O)O (acetic acid). The product is OC=1C=C2C=3C=C(C=CC3N3C2=C(C1)C(C(=C3)CC=3C=NC=CC3)=O)OC (2-hydroxy-10-methoxy-5-(3-pyridylmethyl)-4H-pyrido[3,2,1-jk]carbazole-4-one). Isolated yield 68.5%. RXN SMILES: C([O:8][C:9]1[CH:10]=[C:11]2[C:19]3=[C:20]([C:22](=[O:32])[C:23]([CH2:25][C:26]4[CH:27]=[N:28][CH:29]=[CH:30][CH:31]=4)=[CH:24][N:18]3[C:17]3[CH:16]=[CH:15][C:14]([O:33][CH3:34])=[CH:13][C:12]2=3)[CH:21]=1)C1C=CC=CC=1.C([O-])(=O)C.[Na+].[H][H]>C(O)(=O)C.[C].[Pd]>[OH:8][C:9]1[CH:10]=[C:11]2[C:19]3=[C:20]([C:22](=[O:32])[C:23]([CH2:25][C:26]4[CH:27]=[N:28][CH:29]=[CH:30][CH:31]=4)=[CH:24][N:18]3[C:17]3[CH:16]=[CH:15][C:14]([O:33][CH3:34])=[CH:13][C:12]2=3)[CH:21]=1 |f:1.2,5.6|. Procedure: 2-benzyloxy-10-methoxy-5-(3-pyridylmethyl)-4H-pyrido[3,2,1-jk]carbazole-4-one (470 mg) obtained in Example 252 was dissolved in acetic acid. To the solution were added sodium acetate (259 mg) and palladium carbon (116 mg), and the mixture was heated under reflux in a hydrogen atmosphere for 3 hours. The reaction mixture was filtered, and the filtrate was distilled to remove the solvent under reduced pressure. To the residue was added an aqueous solution of sodium hydrogencarbonate until the term...